From a dataset of the Open Reaction Database (ORD), a public repository of structured organic reaction records. describe an organic reaction: reactants, conditions, products, and yield Reactants: ClC1=NC(=NC(=C1N)Cl)SCCC (4,6-dichloro-2-(propylthio)pyrimidin-5-amine), C([C@H](O)[C@@H](O)C(=O)O)(=O)O.N[C@@H]1C[C@@H]([C@@H]2[C@H]1OC(O2)(C)C)OCCO (2-(((3aR,4S,6R,6aS)-6-amino-2,2-dimethyltetrahydro-3aH-cyclopenta[d][1,3]dioxol-4-yl)oxy)ethanol L-tartaric acid salt), O (water), C([O-])(O)=O.[Na+] (sodium bicarbonate), O (water). Solvent: C1(=CC=CC=C1)C (toluene). Reaction conditions: temperature 95 celsius, time 20 minute. Yields the product NC=1C(=NC(=NC1Cl)SCCC)N[C@@H]1C[C@@H]([C@@H]2[C@H]1OC(O2)(C)C)OCCO (2-(((3aR,4S,6R,6aS)-6-((5-Amino-6-Chloro-2-(Propylthio)Pyrimidin-4-Yl)Amino)-2,2-Dimethyltetrahydro-3aH-Cyclopenta[d][1,3]Dioxol-4-Yl)Oxy)Ethanol). Yield: 80.0%. Reaction SMILES: Cl[C:2]1[C:7]([NH2:8])=[C:6]([Cl:9])[N:5]=[C:4]([S:10][CH2:11][CH2:12][CH3:13])[N:3]=1.C(O)(=O)[C@@H]([C@H](C(O)=O)O)O.[NH2:24][C@H:25]1[C@@H:29]2[O:30][C:31]([CH3:34])([CH3:33])[O:32][C@@H:28]2[C@@H:27]([O:35][CH2:36][CH2:37][OH:38])[CH2:26]1.O.C(=O)(O)[O-].[Na+]>C1(C)C=CC=CC=1>[NH2:8][C:7]1[C:2]([NH:24][C@H:25]2[C@@H:29]3[O:30][C:31]([CH3:33])([CH3:34])[O:32][C@@H:28]3[C@@H:27]([O:35][CH2:36][CH2:37][OH:38])[CH2:26]2)=[N:3][C:4]([S:10][CH2:11][CH2:12][CH3:13])=[N:5][C:6]=1[Cl:9] |f:1.2,4.5|. Reported procedure: A flask was charged with 4,6-dichloro-2-(propylthio)pyrimidin-5-amine (5 g), 2-(((3aR,4S,6R,6aS)-6-amino-2,2-dimethyltetrahydro-3aH-cyclopenta[d][1,3]dioxol-4-yl)oxy)ethanol L-tartaric acid salt (8.5 g), water (30 mL) and sodium bicarbonate (10.5 g). The mixture was heated to about 90-100° C. and maintained at the same temperature for about 8-9 hours and completion of the reaction was monitored by TLC. After completion of reaction the mixture was cooled to 25-30° C. followed by addition of water... The reactants are CCCCO, CCOCC, CO, Nc1cccc(Nc2cc(Cl)ncn2)n1, Nc1ccccc1. Yields the product Nc1cccc(Nc2cc(Nc3ccccc3)ncn2)n1. RXN SMILES: [CH2:28]([OH:29])[CH2:30][CH2:31][CH3:32].[CH3:23][CH2:24][O:25][CH2:26][CH3:27].[CH3:33][OH:34].[Cl:1][c:2]1[cH:3][c:4]([NH:8][c:9]2[n:10][c:11]([NH2:15])[cH:12][cH:13][cH:14]2)[n:5][cH:6][n:7]1.[NH2:16][c:17]1[cH:18][cH:19][cH:20][cH:21][cH:22]1>>[c:2]1([NH:16][c:17]2[cH:18][cH:19][cH:20][cH:21][cH:22]2)[cH:3][c:4]([NH:8][c:9]2[n:10][c:11]([NH2:15])[cH:12][cH:13][cH:14]2)[n:5][cH:6][n:7]1. The reactants are O=C([O-])[O-], CN(C)C=O, COC(=O)c1ccc2c(C3CCCCC3)c(-c3cccc([N+](=O)[O-])c3OCCOS(C)(=O)=O)[nH]c2c1, [K+], [K+], O. Yields the product COC(=O)c1ccc2c(C3CCCCC3)c3n(c2c1)CCOc1c-3cccc1[N+](=O)[O-]. Reaction SMILES: [C:37](=[O:38])([O-:39])[O-:40].[CH3:44][N:45]([CH3:46])[CH:47]=[O:48].[CH:1]1([c:7]2[c:8](-[c:20]3[c:21]([O:29][CH2:30][CH2:31][O:32][S:33]([CH3:34])(=[O:35])=[O:36])[c:22]([N+:26](=[O:27])[O-:28])[cH:23][cH:24][cH:25]3)[nH:9][c:10]3[cH:11][c:12]([C:16](=[O:17])[O:18][CH3:19])[cH:13][cH:14][c:15]23)[CH2:2][CH2:3][CH2:4][CH2:5][CH2:6]1.[K+:41].[K+:42].[OH2:43]>>[CH:1]1([c:7]2[c:8]3[n:9]([c:10]4[cH:11][c:12]([C:16](=[O:17])[O:18][CH3:19])[cH:13][cH:14][c:15]24)[CH2:31][CH2:30][O:29][c:21]2[c:20]-3[cH:25][cH:24][cH:23][c:22]2[N+:26](=[O:27])[O-:28])[CH2:2][CH2:3][CH2:4][CH2:5][CH2:6]1. Starting materials: CN(C)C(=[N+](C)C)ON1C2=C(C=CC=C2)N=N1.[B-](F)(F)(F)F (TBTU), CCN(C(C)C)C(C)C (DIPEA), NC1=NN2C(N=CC(=C2)F)=C1C(=O)NC=1C=NC=CC1C1CCNCC1 (2-amino-6-fluoro-N-[4-(4-piperidyl)-3-pyridyl]pyrazolo[1,5-a]pyrimidine-3-carboxamide), NC1=NN2C(N=CC(=C2)CC#N)=C1C(=O)ON1N=NC2=C1C=CC=C2 (1H-benzo[d][1,2,3]triazol-1-yl 2-amino-6-(cyanomethyl)pyrazolo[1,5-a]pyrimidine-3-carboxylate). The solvent is CN1CCCC1=O (NMP). Run at time 2 hour. Product: NC1=NN2C(N=CC(=C2)F)=C1C(=O)NC=1C=NC=CC1C1CCN(CC1)C(=O)C1CCN(CC1)C (2-amino-6-fluoro-N-(4-(1-(1-methylpiperidine-4-carbonyl)piperidin-4-yl)pyridin-3-yl)pyrazolo[1,5-a]pyrimidine-3-carboxamide). As a reaction SMILES: CN(C(ON1N=NC2C=CC=CC1=2)=[N+](C)C)C.[B-](F)(F)(F)F.C[CH2:24][N:25]([CH:29]([CH3:31])C)[CH:26]([CH3:28])C.[NH2:32][C:33]1[C:42]([C:43]([NH:45][C:46]2[CH:47]=[N:48][CH:49]=[CH:50][C:51]=2[CH:52]2[CH2:57][CH2:56][NH:55][CH2:54][CH2:53]2)=[O:44])=[C:36]2[N:37]=[CH:38][C:39]([F:41])=[CH:40][N:35]2[N:34]=1.NC1[C:70]([C:71](ON2C3C=CC=CC=3N=N2)=[O:72])=C2N=CC(CC#N)=CN2N=1>CN1C(=O)CCC1>[NH2:32][C:33]1[C:42]([C:43]([NH:45][C:46]2[CH:47]=[N:48][CH:49]=[CH:50][C:51]=2[CH:52]2[CH2:57][CH2:56][N:55]([C:71]([CH:70]3[CH2:28][CH2:26][N:25]([CH3:24])[CH2:29][CH2:31]3)=[O:72])[CH2:54][CH2:53]2)=[O:44])=[C:36]2[N:37]=[CH:38][C:39]([F:41])=[CH:40][N:35]2[N:34]=1 |f:0.1|. Reported procedure: TBTU (154.5 mg, 0.4812 mmol) and DIPEA (82.92 mg, 111.8 μL, 0.6416 mmol) were added to a solution of 2-amino-6-fluoro-N-[4-(4-piperidyl)-3-pyridyl]pyrazolo[1,5-a]pyrimidine-3-carboxamide (114 mg, 0.3208 mmol) and 1-methylpiperidine-4-carboxylic acid (Hydrochloric Acid (1)) (69.16 mg, 0.3850 mmol) in NMP (2.280 mL) and the resulting solution stirred at RT for 2 h. Passed through an SCX cartridge flushing the desired product with 2M ammonia in methanol and the filtrate concentrated in vacuo. The r... Reactants: BrC=1C(=CC(=NC1)C(=O)OC)C(=O)OC (dimethyl 5-bromo-2,4-pyridinedicarboxylate), OC(C#C)CC (3-hydroxy-1-pentine). Run in C(Cl)Cl (methylene chloride). Conditions: time 15 minute. Product: OC(C#CC=1C(=CC(=NC1)C(=O)OC)C(=O)OC)CC (dimethyl 5-(3-hydroxy-1-pentinyl)-pyridine-2,4-dicarboxylate). As a reaction SMILES: Br[C:2]1[C:3]([C:12]([O:14][CH3:15])=[O:13])=[CH:4][C:5]([C:8]([O:10][CH3:11])=[O:9])=[N:6][CH:7]=1.[OH:16][CH:17]([CH2:20][CH3:21])[C:18]#[CH:19]>C(Cl)Cl>[OH:16][CH:17]([CH2:20][CH3:21])[C:18]#[C:19][C:2]1[C:3]([C:12]([O:14][CH3:15])=[O:13])=[CH:4][C:5]([C:8]([O:10][CH3:11])=[O:9])=[N:6][CH:7]=1. Procedure details: 546 mg of dimethyl 5-bromodicarboxylate (from Example 3) and 202 mg of 3-hydroxy-1-pentine are dissolved in methylene chloride in a flask flushed with argon, and 840 μl of triethylamine are added dropwise. The mixture is stirred at room temperature for 15 minutes, 28 mg of ((C6H5)3P)2PdCl2 and 4 mg of CuI are added and the mixture is boiled under reflux for 18 hours. After cooling, the mixture is diluted with methylene chloride and washed with water and sodium chloride solution and the combined ...